From a dataset of the Open Reaction Database (ORD), a public repository of structured organic reaction records. describe an organic reaction: reactants, conditions, products, and yield Reactants: C(C)(=O)N1C2=C(N(C([C@H]([C@@H]1C)NC([C@H](C)N(C(OC(C)(C)C)=O)C)=O)=O)CC1=C(C=CC3=CC=CC=C13)C)C=CC=C2 (tert-butyl(S)-1-((2S,3S)-1-acetyl-2-methyl-5-((2-methylnaphthalen-1-yl)methyl)-4-oxo-2,3,4,5-tetrahydro-1H-benzo[b][1,4]diazepin-3-ylamino)-1-oxopropan-2-yl(methyl)carbamate), Cl (HCl). Solvent: O1CCOCC1 (dioxane), CCOCC (Et2O). Conditions: time 2 hour. The product is Cl.C(C)(=O)N1C2=C(N(C([C@H]([C@@H]1C)NC([C@H](C)NC)=O)=O)CC1=C(C=CC3=CC=CC=C13)C)C=CC=C2 ((S)-N-((2S,3S)-1-acetyl-2-methyl-5-((2-methylnaphthalen-1-yl)methyl)-4-oxo-2,3,4,5-tetrahydro-1H-benzo[b][1,4]diazepin-3-yl)-2-(methylamino)propanamide hydrochloride). Isolated yield 84.0%. As a reaction SMILES: [C:1]([N:4]1[C@@H:10]([CH3:11])[C@H:9]([NH:12][C:13](=[O:25])[C@@H:14]([N:16](C)[C:17](=O)OC(C)(C)C)[CH3:15])[C:8](=[O:26])[N:7]([CH2:27][C:28]2[C:37]3[C:32](=[CH:33][CH:34]=[CH:35][CH:36]=3)[CH:31]=[CH:30][C:29]=2[CH3:38])[C:6]2[CH:39]=[CH:40][CH:41]=[CH:42][C:5]1=2)(=[O:3])[CH3:2].[ClH:43]>O1CCOCC1.CCOCC>[ClH:43].[C:1]([N:4]1[C@@H:10]([CH3:11])[C@H:9]([NH:12][C:13](=[O:25])[C@@H:14]([NH:16][CH3:17])[CH3:15])[C:8](=[O:26])[N:7]([CH2:27][C:28]2[C:37]3[C:32](=[CH:33][CH:34]=[CH:35][CH:36]=3)[CH:31]=[CH:30][C:29]=2[CH3:38])[C:6]2[CH:39]=[CH:40][CH:41]=[CH:42][C:5]1=2)(=[O:3])[CH3:2] |f:4.5|. Procedure details: A rt suspension of tert-butyl(S)-1-((2S,3S)-1-acetyl-2-methyl-5-((2-methylnaphthalen-1-yl)methyl)-4-oxo-2,3,4,5-tetrahydro-1H-benzo[b][1,4]diazepin-3-ylamino)-1-oxopropan-2-yl(methyl)carbamate (73.1 mg, 128 μmol) in 4 M HCl in dioxane (638 μl) was stirred for 2 h. The reaction was diluted with Et2O and the solids were collected by vacuum filtration, taken up in MeCN—H2O, and lyophilized to provide (S)-N-((2S,3S)-1-acetyl-2-methyl-5-((2-methylnaphthalen-1-yl)methyl)-4-oxo-2,3,4,5-tetrahydro-1H-be... The reactants are OC1=CC=C2C=CNC2=C1 (6-hydroxyindole), C(=O)([O-])[O-].[K+].[K+] (K2CO3), C1(OCCO1)=O (ethylene carbonate). Run in CN(C)C=O (DMF), CN(C)C=O (DMF). Run at temperature 125 celsius. Product: N1C=CC2=CC=C(C=C12)OCCO (2-(1H-Indol-6-yloxy)-1-ethanol). Reaction SMILES: [OH:1][C:2]1[CH:10]=[C:9]2[C:5]([CH:6]=[CH:7][NH:8]2)=[CH:4][CH:3]=1.C([O-])([O-])=O.[K+].[K+].C1(=O)O[CH2:20][CH2:19][O:18]1>CN(C=O)C>[NH:8]1[C:9]2[C:5](=[CH:4][CH:3]=[C:2]([O:1][CH2:20][CH2:19][OH:18])[CH:10]=2)[CH:6]=[CH:7]1 |f:1.2.3|. Procedure: A mixture of 6-hydroxyindole (2.66 g, 20 mmol) and K2CO3 (3.04 g, 22 mmol) was stirred in DMF (10 mL) at 80° C. for 10 min. A solution of ethylene carbonate (1.94 g, 22 mmol) in DMF (4 mL) was added and the mixture was heated at 125° C. for 3 h. The mixture was concentrated, diluted with water, and extracted with toluene. The organic phase was washed with 1 M aqueous Na2CO3 and brine. The organic layer was dried (Na2SO4) and concentrated. The residue was purified by flash chromatography on silic... Reactants: BrC1=CC=C(C=N1)OC=1C=C(C(=O)O)C=CC1 (3-(6-bromo-pyridin-3-yloxy)-benzoic acid), NC1C2CC3(CC(CC1C3)C2)O (4-amino-1-hydroxyadamantane). The product is BrC1=CC=C(C=N1)OC=1C=C(C(=O)NC2C3CC4CC(CC2C4)(C3)O)C=CC1 (3-(6-Bromo-pyridin-3-yloxy)-N-(5-hydroxy-adamantan-2-yl)-benzamide). Reaction SMILES: [Br:1][C:2]1[N:7]=[CH:6][C:5]([O:8][C:9]2[CH:10]=[C:11]([CH:15]=[CH:16][CH:17]=2)[C:12]([OH:14])=O)=[CH:4][CH:3]=1.[NH2:18][CH:19]1[CH:26]2[CH2:27][C:22]3([OH:29])[CH2:23][CH:24]([CH2:28][CH:20]1[CH2:21]3)[CH2:25]2>>[Br:1][C:2]1[N:7]=[CH:6][C:5]([O:8][C:9]2[CH:10]=[C:11]([CH:15]=[CH:16][CH:17]=2)[C:12]([NH:18][CH:19]2[CH:20]3[CH2:28][CH:24]4[CH2:23][C:22]([OH:29])([CH2:27][CH:26]2[CH2:25]4)[CH2:21]3)=[O:14])=[CH:4][CH:3]=1. Procedure: Prepared from 3-(6-bromo-pyridin-3-yloxy)-benzoic acid and 4-amino-1-hydroxyadamantane. LC-MS (m/z): 444 (M+1). The reactants are O (Water), S1(C=CC2=C1C=C(C=C2)N)(=O)=O (1-benzothiophen-6-amine 1,1-dioxide), N1=CC=CC=C1 (pyridine), ClC(=O)OCC(Cl)(Cl)Cl (2,2,2-trichloroethyl chloroformate). Solvent: O1CCCC1 (tetrahydrofuran). Product: O=S1(C=CC2=C1C=C(C=C2)NC(OCC(Cl)(Cl)Cl)=O)=O (2,2,2-Trichloroethyl (1,1-dioxido-1-benzothien-6-yl)carbamate). Reaction SMILES: [S:1]1(=[O:12])(=[O:11])[C:5]2[CH:6]=[C:7]([NH2:10])[CH:8]=[CH:9][C:4]=2[CH:3]=[CH:2]1.N1C=CC=CC=1.Cl[C:20]([O:22][CH2:23][C:24]([Cl:27])([Cl:26])[Cl:25])=[O:21].O>O1CCCC1>[O:12]=[S:1]1(=[O:11])[C:5]2[CH:6]=[C:7]([NH:10][C:20](=[O:21])[O:22][CH2:23][C:24]([Cl:27])([Cl:26])[Cl:25])[CH:8]=[CH:9][C:4]=2[CH:3]=[CH:2]1. Reported procedure: To a solution of 1-benzothiophen-6-amine 1,1-dioxide (1.00 g, 5.52 mmol) and pyridine (0.525 ml, 6.62 mmol) in tetrahydrofuran (18 ml) was added, under ice-cooling, 2,2,2-trichloroethyl chloroformate (0.916 ml, 6.62 mmol), and the mixture was stirred at room temperature for 1 hour and half. Water was poured to the reaction mixture, and the resulting solution was extracted with ethyl acetate. The extract was washed with water and dried over anhydrous magnesium sulfate, and the solvent was distill... Reactants: BrC=1C=C(C(=O)N2C3=C(OCC2)N=CC(=C3)C#N)C=C(C1OC)Br (1-(3,5-dibromo-4-methoxy-benzoyl)-2,3-dihydro-1H-pyrido[2,3-b][1,4]oxazin-7-carbonitrile), [Br-].[Li+] (lithium bromide), N1CCNCC1 (piperazine). Product: BrC=1C=C(C(=O)N2C3=C(OCC2)N=CC(=C3)C#N)C=C(C1O)Br (1-(3,5-dibromo-4-hydroxy-benzoyl)-2,3-dihydro-1H-pyrido[2,3-b][1,4]oxazin-7-carbonitrile). The yield is 78.8%. RXN SMILES: [Br:1][C:2]1[CH:3]=[C:4]([CH:19]=[C:20]([Br:24])[C:21]=1[O:22]C)[C:5]([N:7]1[CH2:12][CH2:11][O:10][C:9]2[N:13]=[CH:14][C:15]([C:17]#[N:18])=[CH:16][C:8]1=2)=[O:6].[Br-].[Li+].N1CCNCC1>>[Br:24][C:20]1[CH:19]=[C:4]([CH:3]=[C:2]([Br:1])[C:21]=1[OH:22])[C:5]([N:7]1[CH2:12][CH2:11][O:10][C:9]2[N:13]=[CH:14][C:15]([C:17]#[N:18])=[CH:16][C:8]1=2)=[O:6] |f:1.2|. Reported procedure: By the same method as in the step f) of Example 22, 1-(3,5-dibromo-4-methoxy-benzoyl)-2,3-dihydro-1H-pyrido[2,3-b][1,4]oxazin-7-carbonitrile (12 mg, 0.026 mmol) was reacted with lithium bromide (LiBr) (4.62 mg, 0.053 mmol) and piperazine (3.4 mg, 0.0399 mmol) to obtain the target compound 47-2, i.e., 1-(3,5-dibromo-4-hydroxy-benzoyl)-2,3-dihydro-1H-pyrido[2,3-b][1,4]oxazin-7-carbonitrile as white solid (9 mg, 78%).